The task is: describe an organic reaction: reactants, conditions, products, and yield. This data is from the Open Reaction Database (ORD), a public repository of structured organic reaction records. Starting materials: C1(=CC=CC=C1)[C@H](C)NC1=NC=CC(=N1)N1C=NC2=C1C=CC(=C2)I (2-[(S)-1-phenylethylamino]-4-[5-iodobenzimidazol-1-yl]pyrimidine), C1(=CC=CC=C1)B(O)O (phenyl boronic acid), C([O-])([O-])=O.[K+].[K+] (potasium carbonate), O (H2O). Reagents/catalysts: C=1C=CC(=CC1)[P](C=2C=CC=CC2)(C=3C=CC=CC3)[Pd]([P](C=4C=CC=CC4)(C=5C=CC=CC5)C=6C=CC=CC6)([P](C=7C=CC=CC7)(C=8C=CC=CC8)C=9C=CC=CC9)[P](C=1C=CC=CC1)(C=1C=CC=CC1)C=1C=CC=CC1 (Pd(PPh3)4). Solvent: C(C)(=O)OCC (ethyl acetate), C(CC)O (n-propanol). The product is C1(=CC=CC=C1)[C@H](C)NC1=NC=CC(=N1)N1C=NC2=C1C=CC(=C2)C2=CC=CC=C2 (2-[(S)-1-Phenylethylamino]-4-[5-phenylbenzimidazol-1-yl]pyrimidine). Yield: 36.3%. RXN SMILES: [C:1]1([C@@H:7]([NH:9][C:10]2[N:15]=[C:14]([N:16]3[C:20]4[CH:21]=[CH:22][C:23](I)=[CH:24][C:19]=4[N:18]=[CH:17]3)[CH:13]=[CH:12][N:11]=2)[CH3:8])[CH:6]=[CH:5][CH:4]=[CH:3][CH:2]=1.[C:26]1(B(O)O)[CH:31]=[CH:30][CH:29]=[CH:28][CH:27]=1.C(=O)([O-])[O-].[K+].[K+].O>C1C=CC([P]([Pd]([P](C2C=CC=CC=2)(C2C=CC=CC=2)C2C=CC=CC=2)([P](C2C=CC=CC=2)(C2C=CC=CC=2)C2C=CC=CC=2)[P](C2C=CC=CC=2)(C2C=CC=CC=2)C2C=CC=CC=2)(C2C=CC=CC=2)C2C=CC=CC=2)=CC=1.C(OCC)(=O)C.C(O)CC>[C:1]1([C@@H:7]([NH:9][C:10]2[N:15]=[C:14]([N:16]3[C:20]4[CH:21]=[CH:22][C:23]([C:26]5[CH:31]=[CH:30][CH:29]=[CH:28][CH:27]=5)=[CH:24][C:19]=4[N:18]=[CH:17]3)[CH:13]=[CH:12][N:11]=2)[CH3:8])[CH:6]=[CH:5][CH:4]=[CH:3][CH:2]=1 |f:2.3.4,^1:45,47,66,85|. Procedure: A solution containing 27 mg of 2-[(S)-1-phenylethylamino]-4-[5-iodobenzimidazol-1-yl]pyrimidine, 22 mg phenyl boronic acid, 42 mg potasium carbonate, 0.7 mg Pd(PPh3)4, 1.5 mL of H2O and 1.5 mL n-propanol was refluxed under nitrogen for 2 hours. The solution was cooled to room temperature, added to 100 mL of ethyl acetate and washed with saturated NaHCO3 and brine. The organic phase was dried over MgSO4, filtered and concentrated under reduced pressure. The residue was purified by MPLC eluting wi... The reactants are OC1(CCC(CC1)=O)C1=CC2=C(N=CN2C)C=C1 (4-hydroxy-4-(3-methyl-3H-benzoimidazol-5-yl)-cyclohexanone), N1CC(C1)NC(=O)CNC(C1=CC(=CC=C1)C(F)(F)F)=O (N-(azetidin-3-ylcarbamoylmethyl)-3-trifluoromethyl-benzamide). Yields the product OC1(CCC(CC1)N1CC(C1)NC(=O)CNC(C1=CC(=CC=C1)C(F)(F)F)=O)C1=CC2=C(N=CN2C)C=C1 (N-({1-[4-Hydroxy-4-(3-methyl-3H-benzoimidazol-5-yl)-cyclohexyl]-azetidin-3-ylcarbamoyl}-methyl)-3-trifluoromethyl-benzamide). RXN SMILES: [OH:1][C:2]1([C:9]2[CH:18]=[CH:17][C:12]3[N:13]=[CH:14][N:15]([CH3:16])[C:11]=3[CH:10]=2)[CH2:7][CH2:6][C:5](=O)[CH2:4][CH2:3]1.[NH:19]1[CH2:22][CH:21]([NH:23][C:24]([CH2:26][NH:27][C:28](=[O:39])[C:29]2[CH:34]=[CH:33][CH:32]=[C:31]([C:35]([F:38])([F:37])[F:36])[CH:30]=2)=[O:25])[CH2:20]1>>[OH:1][C:2]1([C:9]2[CH:18]=[CH:17][C:12]3[N:13]=[CH:14][N:15]([CH3:16])[C:11]=3[CH:10]=2)[CH2:7][CH2:6][CH:5]([N:19]2[CH2:22][CH:21]([NH:23][C:24]([CH2:26][NH:27][C:28](=[O:39])[C:29]3[CH:34]=[CH:33][CH:32]=[C:31]([C:35]([F:38])([F:36])[F:37])[CH:30]=3)=[O:25])[CH2:20]2)[CH2:4][CH2:3]1. Procedure details: The title compound was prepared as a white solid by reductive amination of 4-hydroxy-4-(3-methyl-3H-benzoimidazol-5-yl)-cyclohexanone (as prepared in the previous step) and N-(azetidin-3-ylcarbamoylmethyl)-3-trifluoromethyl-benzamide (as prepared in step B of Example 4) using the procedure described in Step C of Example 4. Reactants: C1CCS(=O)(=O)OC1 (1,4-butane sultone), CC(C(=O)OCC)C(=O)C (ethyl 2-methylacetoacetate), C(C)(C)(C)O[K] (tert-BuOK). The solvent is C(C)(C)(C)O (tert-butanol). Yields the product C(C)OC(=O)C(CCCCS(=O)(=O)O)(C(C)=O)C (5-ethyloxycarbonyl-5-methyl-6-oxo-1-heptanesulfonic acid). Isolated yield 75.0%. As a reaction SMILES: [CH2:1]1[CH2:8][O:7][S:4](=[O:6])(=[O:5])[CH2:3][CH2:2]1.[CH3:9][CH:10]([C:16]([CH3:18])=[O:17])[C:11]([O:13][CH2:14][CH3:15])=[O:12].C(O[K])(C)(C)C>C(O)(C)(C)C>[CH2:14]([O:13][C:11]([C:10]([CH3:9])([C:16](=[O:17])[CH3:18])[CH2:8][CH2:1][CH2:2][CH2:3][S:4]([OH:7])(=[O:6])=[O:5])=[O:12])[CH3:15]. Procedure: 0.35 ml (3.47 mmol) of 1,4-butane sultone were added to a mixture of 0.49 ml (3.47 mmol) ethyl 2-methylacetoacetate and 513 mg (4.2 mmol) of tert-BuOK in 12 ml tert-butanol and refluxed for 15 hours. The formed precipitate was filtered and washed with hexane to yield 730 mg of 5-ethyloxycarbonyl-5-methyl-6-oxo-1-heptanesulfonic acid. δH (200 MHz, DMSO-d6): 4.12 (2H, q, 7.1, 14.2 Hz, OCH2), 3.97 (2H, t, 5.8 Hz, CH2SO3H), 2.10 (3H, s, COCH3), 1.78-1.41 (4H, m, CH2), 1.24-1.01 (2H, m, CH2), 1.22 (3... Reactants: Cl (hydrochloric acid), O1CCOCC1 (dioxane), COC=1C=C(C(=O)N2CC(CC2)(C2=CC=CC=C2)CCN2CCN(CCC2)C2=NC3=C(N2CCOCC)C=CC=C3)C=C(C1OS(=O)(=O)C)OC (1-(3,5-dimethoxy-4-methanesulfonyloxybenzoyl)-3-(2-(4-(1-(2-ethoxyethyl)-1H-benzimidazol-2-yl)[1,4]diazepan-1-yl)ethyl)-3-phenylpyrrolidine), C([O-])([O-])=O.[K+].[K+] (potassium carbonate), [OH-].[Na+] (sodium hydroxide). Solvent: CO (methanol), ClCCl.CO (dichloromethane methanol), ClCCl (dichloromethane). Conditions: time 18 hour. Product: COC=1C=C(C(=O)N2CC(CC2)(C2=CC=CC=C2)CCN2CCN(CCC2)C2=NC3=C(N2CCOCC)C=CC=C3)C=C(C1O)OC (1-(3,5-Dimethoxy-4-hydroxybenzoyl)-3-(2-(4-(1-(2-ethoxyethyl)-1H-benzimidazol-2-yl)[1,4]diazepan-1-yl)ethyl)-3-phenylpyrrolidine). Reaction SMILES: [CH3:1][O:2][C:3]1[CH:4]=[C:5]([CH:42]=[C:43]([O:50][CH3:51])[C:44]=1[O:45]S(C)(=O)=O)[C:6]([N:8]1[CH2:12][CH2:11][C:10]([CH2:19][CH2:20][N:21]2[CH2:27][CH2:26][CH2:25][N:24]([C:28]3[N:32]([CH2:33][CH2:34][O:35][CH2:36][CH3:37])[C:31]4[CH:38]=[CH:39][CH:40]=[CH:41][C:30]=4[N:29]=3)[CH2:23][CH2:22]2)([C:13]2[CH:18]=[CH:17][CH:16]=[CH:15][CH:14]=2)[CH2:9]1)=[O:7].C(=O)([O-])[O-].[K+].[K+].[OH-].[Na+].Cl.O1CCOCC1>ClCCl.ClCCl.CO.CO>[CH3:51][O:50][C:43]1[CH:42]=[C:5]([CH:4]=[C:3]([O:2][CH3:1])[C:44]=1[OH:45])[C:6]([N:8]1[CH2:12][CH2:11][C:10]([CH2:19][CH2:20][N:21]2[CH2:27][CH2:26][CH2:25][N:24]([C:28]3[N:32]([CH2:33][CH2:34][O:35][CH2:36][CH3:37])[C:31]4[CH:38]=[CH:39][CH:40]=[CH:41][C:30]=4[N:29]=3)[CH2:23][CH2:22]2)([C:13]2[CH:18]=[CH:17][CH:16]=[CH:15][CH:14]=2)[CH2:9]1)=[O:7] |f:1.2.3,4.5,9.10|. Procedure: Combine 1-(3,5-dimethoxy-4-methanesulfonyloxybenzoyl)-3-(2-(4-(1-(2-ethoxyethyl)-1H-benzimidazol-2-yl)[1,4]diazepan-1-yl)ethyl)-3-phenylpyrrolidine (0.5 g, 0.5 mmol) and methanol (4 mL). Add potassium carbonate (0.5 g). After 18 hours, add a 1 M aqueous sodium hydroxide solution (1 mL) and extract with dichloromethane. Dry the organic layer over Na2SO4, filter, and concentrate in vacuo to give a residue. Chromatograph the residue on silica gel eluting with dichloromethane/methanol/concentrated a...